This data is from the Open Reaction Database (ORD), a public repository of structured organic reaction records. The task is: describe an organic reaction: reactants, conditions, products, and yield Starting materials: IC1=NN(C2=CC=CC(=C12)[N+](=O)[O-])CC=1C=NC(=CC1)C (3-iodo-1-((6-methylpyridin-3-yl)methyl)-4-nitro-1H-indazole), N1=CC=CC2=CC=C3C=CC=NC3=C12 (1,10-phenanthroline), [F-].[K+] (potassium fluoride), CO (methanol). Run in C1(=CC=CC=C1)C (toluene). Procedure: A mixture of 3-iodo-1-((6-methylpyridin-3-yl)methyl)-4-nitro-1H-indazole (0.520 g, 1.32 mmol), 1,10-phenanthroline (0.238 g, 1.32 mmol), copper iodide (0.251 g, 1.32 mmol) and potassium fluoride (40% on alumina) (1.05 g, 7.26 mmol) in methanol (2.7 mL) and toluene (13 mL) was purged with argon and heated at reflux for 14 hours. After cooling, the mixture was filtered through glass fiber filter paper, concentrated under reduced pressure and purified by silica gel chromatography (5-25% EtOAc in he... Reaction SMILES: I[C:2]1[C:10]2[C:5](=[CH:6][CH:7]=[CH:8][C:9]=2[N+:11]([O-:13])=[O:12])[N:4]([CH2:14][C:15]2[CH:16]=[N:17][C:18]([CH3:21])=[CH:19][CH:20]=2)[N:3]=1.N1C2C(=CC=C3C=2N=CC=C3)C=CC=1.[F-].[K+].[CH3:38][OH:39]>C1(C)C=CC=CC=1.[Cu](I)I>[CH3:38][O:39][C:2]1[C:10]2[C:5](=[CH:6][CH:7]=[CH:8][C:9]=2[N+:11]([O-:13])=[O:12])[N:4]([CH2:14][C:15]2[CH:16]=[N:17][C:18]([CH3:21])=[CH:19][CH:20]=2)[N:3]=1 |f:2.3|. Yields the product COC1=NN(C2=CC=CC(=C12)[N+](=O)[O-])CC=1C=NC(=CC1)C (3-methoxy-1-((6-methylpyridin-3-yl)methyl)-4-nitro-1H-indazole). The reagents and catalysts are [Cu](I)I (copper iodide). Isolated yield 66.0%. Reactants: OS(=O)(=O)O (H2SO4), C1(=CC=CC2=CC=CC=C12)S(=O)(=O)Cl (1-naphthalenesulfonyl chloride), [O-]S(=O)[O-].[Na+].[Na+] (Na2SO3), C(=O)(O)[O-].[Na+] (NaHCO3), [OH-].C(CCC)[N+](CCCC)(CCCC)CCCC (tetrabutylammonium hydroxide). Solvent: O (water), CO (methanol), O (water). Run at temperature 65 celsius. Product: C1(=CC=CC2=CC=CC=C12)S(=O)[O-].C(CCC)[N+](CCCC)(CCCC)CCCC (Tetrabutylammonium 1-Naphthalene Sulfinate). Reaction SMILES: [C:1]1([S:11](Cl)(=[O:13])=[O:12])[C:10]2[C:5](=[CH:6][CH:7]=[CH:8][CH:9]=2)[CH:4]=[CH:3][CH:2]=1.[O-]S([O-])=O.[Na+].[Na+].C([O-])(O)=O.[Na+].OS(O)(=O)=O.[OH-].[CH2:32]([N+:36]([CH2:45][CH2:46][CH2:47][CH3:48])([CH2:41][CH2:42][CH2:43][CH3:44])[CH2:37][CH2:38][CH2:39][CH3:40])[CH2:33][CH2:34][CH3:35]>CO.O>[C:1]1([S:11]([O-:13])=[O:12])[C:10]2[C:5](=[CH:6][CH:7]=[CH:8][CH:9]=2)[CH:4]=[CH:3][CH:2]=1.[CH2:45]([N+:36]([CH2:32][CH2:33][CH2:34][CH3:35])([CH2:37][CH2:38][CH2:39][CH3:40])[CH2:41][CH2:42][CH2:43][CH3:44])[CH2:46][CH2:47][CH3:48] |f:1.2.3,4.5,7.8,11.12|. Procedure: A round bottom flask was charged with 1-naphthalenesulfonyl chloride (20.0 g), Na2SO3 (33.36 g), NaHCO3 (22.24 g) and deionized water (350 mL). The mixture was stirred and heated to 65° C. under a nitrogen atmosphere for 2 hours, after which time the mixture was allowed to cool to room temperature and was then further cooled in a refrigerator. The cold mixture was acidified with concentrated H2SO4 which resulted in the formation of a precipitate. The mixture was extracted three times with 100 mL... The reactants are COc1cc(C#N)c(C(C)=O)cc1[N+](=O)[O-], CS(C)=O, N. The product is CC(=O)c1cc([N+](=O)[O-])c(N)cc1C#N. Reaction SMILES: [C:2]([CH3:3])(=[O:4])[c:5]1[c:6]([C:7]#[N:8])[cH:9][c:10]([O:16][CH3:17])[c:11]([N+:13](=[O:14])[O-:15])[cH:12]1.[CH3:18][S:19]([CH3:20])=[O:21].[NH3:1]>>[NH2:1][c:10]1[cH:9][c:6]([C:7]#[N:8])[c:5]([C:2]([CH3:3])=[O:4])[cH:12][c:11]1[N+:13](=[O:14])[O-:15].